describe an organic reaction: reactants, conditions, products, and yield From a dataset of the Open Reaction Database (ORD), a public repository of structured organic reaction records. RXN SMILES: [C:24]([BH3-:25])#[N:26].[C:33]([O:34][CH3:35])([CH3:36])([CH3:37])[CH3:38].[CH2:28]1[O:29][CH2:30][CH2:31][CH2:32]1.[CH3:13][O:14][CH:15]([CH:16]=[O:17])[O:18][CH3:19].[CH3:1][NH:2][CH2:3][c:4]1[cH:5][cH:6][c:7]([N+:10](=[O:11])[O-:12])[cH:8][cH:9]1.[CH3:20][C:21](=[O:22])[OH:23].[Na+:27].[OH2:39]>>[CH3:1][N:2]([CH2:3][c:4]1[cH:5][cH:6][c:7]([N+:10](=[O:11])[O-:12])[cH:8][cH:9]1)[CH2:16][CH:15]([O:14][CH3:13])[O:18][CH3:19]. Starting materials: [BH3-]C#N, COC(C)(C)C, C1CCOC1, COC(C=O)OC, CNCc1ccc([N+](=O)[O-])cc1, CC(=O)O, [Na+], O. The product is COC(CN(C)Cc1ccc([N+](=O)[O-])cc1)OC. The reactants are NC=1C=NC2=CC(=CC=C2C1NCC(C)(O)C)CC1=CC=CC=C1 (1-(3-amino-7-benzylquinolin-4-ylamino)-2-methylpropan-2-ol), NC=1C=NC2=CC=C(C=C2C1NCC(C)(O)C)CC1=CC=CC=C1 (1-(3-amino-6-benzylquinolin-4-ylamino)-2-methylpropan-2-ol), C(OCC)(OCC)OCC (triethyl orthoformate). Conditions: time 8 hour. The product is C(C1=CC=CC=C1)C=1C=CC=2C3=C(C=NC2C1)N=CN3CC(C)(O)C (1-(7-benzyl-1H-imidazo[4,5-c]quinolin-1-yl)-2-methylpropan-2-ol), C(C1=CC=CC=C1)C1=CC=2C3=C(C=NC2C=C1)N=CN3CC(C)(O)C (1-(8-benzyl-1H-imidazo[4,5-c]quinolin-1-yl)-2-methylpropan-2-ol). RXN SMILES: [NH2:1][C:2]1[CH:3]=[N:4][C:5]2[C:10]([C:11]=1[NH:12][CH2:13][C:14]([CH3:17])([OH:16])[CH3:15])=[CH:9][CH:8]=[C:7]([CH2:18][C:19]1[CH:24]=[CH:23][CH:22]=[CH:21][CH:20]=1)[CH:6]=2.[NH2:25][C:26]1[CH:27]=[N:28][C:29]2[C:34]([C:35]=1[NH:36][CH2:37][C:38]([CH3:41])([OH:40])[CH3:39])=[CH:33][C:32]([CH2:42][C:43]1[CH:48]=[CH:47][CH:46]=[CH:45][CH:44]=1)=[CH:31][CH:30]=2.[CH:49](OCC)(OCC)OCC>>[CH2:18]([C:7]1[CH:8]=[CH:9][C:10]2[C:11]3[N:12]([CH2:13][C:14]([CH3:17])([OH:16])[CH3:15])[CH:26]=[N:1][C:2]=3[CH:3]=[N:4][C:5]=2[CH:6]=1)[C:19]1[CH:20]=[CH:21][CH:22]=[CH:23][CH:24]=1.[CH2:42]([C:32]1[CH:31]=[CH:30][C:29]2[N:28]=[CH:27][C:26]3[N:25]=[CH:49][N:36]([CH2:37][C:38]([CH3:41])([OH:40])[CH3:39])[C:35]=3[C:34]=2[CH:33]=1)[C:43]1[CH:44]=[CH:45][CH:46]=[CH:47][CH:48]=1. Procedure: For Examples 431 and 434, a modification of the method described in Part B of Examples 427–429 was used to treat 1-(3-amino-7-benzylquinolin-4-ylamino)-2-methylpropan-2-ol or 1-(3-amino-6-benzylquinolin-4-ylamino)-2-methylpropan-2-ol with triethyl orthoformate, as indicated in the table below. The reaction was heated at reflux for one hour and then stirred overnight at ambient temperature. A precipitate formed, which was isolated by filtration to provide 1-(7-benzyl-1H-imidazo[4,5-c]quinolin-1-y... The reactants are Cl.CN1CCC(CCC1)=O (1-methylperhydroazepin-4-one HCl), Cl (hydrochloric acid), [OH-].[Na+] (sodium hydroxide), [BH4-].[Na+] (sodium borohydride). Run in O (water), O (water). Run at time 2 hour. Yields the product Cl.CN1CCC(CCC1)O (1-methylperhydroazepin-4-ol HCl). The yield is 90.0%. RXN SMILES: [OH-].[Na+].[BH4-].[Na+].[ClH:5].[CH3:6][N:7]1[CH2:13][CH2:12][CH2:11][C:10](=[O:14])[CH2:9][CH2:8]1.Cl>O>[ClH:5].[CH3:6][N:7]1[CH2:13][CH2:12][CH2:11][CH:10]([OH:14])[CH2:9][CH2:8]1 |f:0.1,2.3,4.5,8.9|. Procedure: 100 ml of 1N sodium hydroxide solution is added to a solution of 18.9 g of sodium borohydride in 100 ml of water. A solution of 163.6 g of 1-methylperhydroazepin-4-one HCl in 100 ml of water is added dropwise at an internal temperature of 0° to 5° C. The mixture is stirred for 2 hours at 0° to 5° C. and then for 2 hours at room temperature. The pH is adjusted to 2 to 3 by addition of semi-concentrated hydrochloric acid. The mixture is evaporated to dryness in vacuo, the residue is taken up in 60... The reactants are N1CC(C1)C1=NC2=CC=CC=C2C=C1 (2-(Azetidin-3-yl)quinoline), ClC=1N=C2N(C(=CN=C2N2CCOCC2)C=2C=CC(=NC2)N2CCN(CC2)C(=O)OC(C)(C)C)C1 (tert-Butyl 4-(5-(2-chloro-8-morpholinoimidazo[1,2-a]pyrazin-5-yl)pyridin-2-yl)piperazine-1-carboxylate), CC(C)([O-])C.[Na+] (sodium tert-butoxide), C1(CCCCC1)P(C1=C(C=CC=C1)C1=C(C=C(C=C1C(C)C)C(C)C)C(C)C)C1CCCCC1 (2-(dicyclohexylphosphino)-2′,4′,6′-tri-isopropyl-1,1′-biphenyl). Reagents/catalysts: C=1C=CC(=CC1)/C=C/C(=O)/C=C/C2=CC=CC=C2.C=1C=CC(=CC1)/C=C/C(=O)/C=C/C2=CC=CC=C2.C=1C=CC(=CC1)/C=C/C(=O)/C=C/C2=CC=CC=C2.[Pd].[Pd] (Pd2(dba)3). Reaction conditions: temperature 120 celsius. Product: O1CCN(CC1)C=1C=2N(C(=CN1)C=1C=CC(=NC1)N1CCN(CC1)C(=O)OC(C)(C)C)C=C(N2)N2CC(C2)C2=NC1=CC=CC=C1C=C2 (tert-Butyl 4-(5-(8-morpholino-2-(3-(quinolin-2-yl)azetidin-1-yl)imidazo[1,2-a]pyrazin-5-yl)pyridin-2-yl)piperazine-1-carboxylate). RXN SMILES: [NH:1]1[CH2:4][CH:3]([C:5]2[CH:14]=[CH:13][C:12]3[C:7](=[CH:8][CH:9]=[CH:10][CH:11]=3)[N:6]=2)[CH2:2]1.Cl[C:16]1[N:17]=[C:18]2[C:23]([N:24]3[CH2:29][CH2:28][O:27][CH2:26][CH2:25]3)=[N:22][CH:21]=[C:20]([C:30]3[CH:31]=[CH:32][C:33]([N:36]4[CH2:41][CH2:40][N:39]([C:42]([O:44][C:45]([CH3:48])([CH3:47])[CH3:46])=[O:43])[CH2:38][CH2:37]4)=[N:34][CH:35]=3)[N:19]2[CH:49]=1.CC(C)([O-])C.[Na+].C1(P(C2CCCCC2)C2C=CC=CC=2C2C(C(C)C)=CC(C(C)C)=CC=2C(C)C)CCCCC1>C1C=CC(/C=C/C(/C=C/C2C=CC=CC=2)=O)=CC=1.C1C=CC(/C=C/C(/C=C/C2C=CC=CC=2)=O)=CC=1.C1C=CC(/C=C/C(/C=C/C2C=CC=CC=2)=O)=CC=1.[Pd].[Pd]>[O:27]1[CH2:28][CH2:29][N:24]([C:23]2[C:18]3[N:19]([CH:49]=[C:16]([N:1]4[CH2:2][CH:3]([C:5]5[CH:14]=[CH:13][C:12]6[C:7](=[CH:8][CH:9]=[CH:10][CH:11]=6)[N:6]=5)[CH2:4]4)[N:17]=3)[C:20]([C:30]3[CH:31]=[CH:32][C:33]([N:36]4[CH2:41][CH2:40][N:39]([C:42]([O:44][C:45]([CH3:48])([CH3:46])[CH3:47])=[O:43])[CH2:38][CH2:37]4)=[N:34][CH:35]=3)=[CH:21][N:22]=2)[CH2:25][CH2:26]1 |f:2.3,5.6.7.8.9|. Procedure details: A microwave vial was charged with compound 24d (154 mg, 0.840 mmol), compound 24c (350 mg, 0.700 mmol), sodium tert-butoxide (94.1 mg, 0.980 mmol), Pd2(dba)3 (12.8 mg, 0.0140 mmol), and 2-(dicyclohexylphosphino)-2′,4′,6′-tri-isopropyl-1,1′-biphenyl (26.6 mg, 0.0560 mmol) and purged with Argon gas. Toluene (3 mL) was then added and the resulting mixture was heated in a microwave at 120° C. for 1 h. The reaction mixture was allowed to cool to rt, diluted with water (20 mL) and EtOAc (20 mL). The o... Reactants: ClC1=CC=C(C(=O)C2=CC=C(C=C2)CS(=O)C)C=C1 (4-chloro-4'-methylsulfinylmethyl benzophenone), C(NN)(=O)OCC (ethyl carbazate), ice water. The reagents and catalysts are C1(=CC=C(C=C1)S(=O)(=O)[O-])C.[NH+]1=CC=CC=C1 (pyridinium p-toluenesulfonate). Solvent: C(C)O (ethanol). Product: C(C)OC(=O)NN=C(C1=CC=C(C=C1)Cl)C1=CC=C(C=C1)CS(=O)C (4-chloro-4'-methylsulfinylmethylbenzophenone ethoxycarbonylhydrazone). Yield: 85.3%. As a reaction SMILES: [Cl:1][C:2]1[CH:19]=[CH:18][C:5]([C:6]([C:8]2[CH:13]=[CH:12][C:11]([CH2:14][S:15]([CH3:17])=[O:16])=[CH:10][CH:9]=2)=O)=[CH:4][CH:3]=1.[C:20]([O:24][CH2:25][CH3:26])(=[O:23])[NH:21][NH2:22]>C1(C)C=CC(S([O-])(=O)=O)=CC=1.[NH+]1C=CC=CC=1.C(O)C>[CH2:25]([O:24][C:20]([NH:21][N:22]=[C:6]([C:8]1[CH:13]=[CH:12][C:11]([CH2:14][S:15]([CH3:17])=[O:16])=[CH:10][CH:9]=1)[C:5]1[CH:18]=[CH:19][C:2]([Cl:1])=[CH:3][CH:4]=1)=[O:23])[CH3:26] |f:2.3|. Reported procedure: An ethanol solution (100 ml) of 4-chloro-4'-methylsulfinylmethyl benzophenone (5.8 g), ethyl carbazate (6.3 g) and pyridinium p-toluenesulfonate (0.1 g) was heated for 6 hours with refluxing. After cooling to a room temperature, the reaction mixture was poured into ice-water, and the precipitated crystals were collected by filtration, and washed successively with an aqueous sodium bicarbonate solution and water. After air-drying, 4-chloro-4'-methylsulfinylmethylbenzophenone ethoxycarbonylhydrazo...